The task is: describe an organic reaction: reactants, conditions, products, and yield. This data is from the Open Reaction Database (ORD), a public repository of structured organic reaction records. Reactants: CCOC(=O)CBr, O=C([O-])O, Cc1ccccc1, Cl, [H-], [Na+], [Na+], C1CCOC1, O=C(O)C(F)(F)F, CC(C)(C)OC(=O)CC(=O)c1ccco1. Yields the product CCOC(=O)CCC(=O)c1ccco1. RXN SMILES: [Br:18][CH2:19][C:20](=[O:21])[O:22][CH2:23][CH3:24].[C:33](=[O:34])([OH:35])[O-:36].[CH3:43][c:44]1[cH:45][cH:46][cH:47][cH:48][cH:49]1.[ClH:25].[H-:1].[Na+:2].[Na+:37].[O:38]1[CH2:39][CH2:40][CH2:41][CH2:42]1.[OH:26][C:27]([C:28]([F:29])([F:30])[F:31])=[O:32].[o:3]1[c:4]([C:8]([CH2:9][C:10]([O:11][C:12]([CH3:13])([CH3:14])[CH3:15])=[O:16])=[O:17])[cH:5][cH:6][cH:7]1>>[o:3]1[c:4]([C:8]([CH2:9][CH2:10][C:20](=[O:21])[O:22][CH2:23][CH3:24])=[O:17])[cH:5][cH:6][cH:7]1. The reactants are C(C)(C)(C)C1=NN(C(=C1)NC(=O)N[C@H]1CC[C@H](C2=CC=CC=C12)OC=1C=CC=2N(C1)C(=NN2)N2[C@H](CCCC2)C)C=2C(=NN(C2)CCO)CO[Si](C(C)C)(C(C)C)C(C)C (1-[3-tert-Butyl-1′-(2-hydroxy-ethyl)-3′-triisopropylsilanyloxymethyl-1′H-[1,4′]bipyrazolyl-5-yl]-3-{(1S,4R)-4-[3-((S)-2-methyl-piperidin-1-yl)-[1,2,4]triazolo[4,3-a]pyridin-6-yloxy]-1,2,3,4-tetrahydro-naphthalen-1-yl}-urea), CCN(C(C)C)C(C)C (DIPEA), CS(=O)(=O)Cl (Methanesulfonyl chloride). Run in C(Cl)Cl (DCM), C(Cl)Cl (DCM). Run at temperature 0 celsius, time 5 minute. Yields the product C(C)(C)(C)C1=NN(C(=C1)NC(=O)N[C@H]1CC[C@H](C2=CC=CC=C12)OC=1C=CC=2N(C1)C(=NN2)N2[C@H](CCCC2)C)C=2C(=NN(C2)CCOS(=O)(=O)C)CO[Si](C(C)C)(C(C)C)C(C)C (Methanesulfonic acid 2-[3-tert-butyl-5-(3-{(1S,4R)-4-[3-((S)-2-methyl-piperidin-1-yl)-[1,2,4]triazolo[4,3-a]pyridin-6-yloxy]-1,2,3,4-tetrahydro-naphthalen-1-yl}-ureido)-3′-triisopropylsilanyloxymethyl-[1,4′]bipyrazol-1′-yl]-ethyl ester). Isolated yield 73.0%. RXN SMILES: [C:1]([C:5]1[CH:9]=[C:8]([NH:10][C:11]([NH:13][C@@H:14]2[C:23]3[C:18](=[CH:19][CH:20]=[CH:21][CH:22]=3)[C@H:17]([O:24][C:25]3[CH:26]=[CH:27][C:28]4[N:29]([C:31]([N:34]5[CH2:39][CH2:38][CH2:37][CH2:36][C@@H:35]5[CH3:40])=[N:32][N:33]=4)[CH:30]=3)[CH2:16][CH2:15]2)=[O:12])[N:7]([C:41]2[C:42]([CH2:49][O:50][Si:51]([CH:58]([CH3:60])[CH3:59])([CH:55]([CH3:57])[CH3:56])[CH:52]([CH3:54])[CH3:53])=[N:43][N:44]([CH2:46][CH2:47][OH:48])[CH:45]=2)[N:6]=1)([CH3:4])([CH3:3])[CH3:2].CCN(C(C)C)C(C)C.[CH3:70][S:71](Cl)(=[O:73])=[O:72]>C(Cl)Cl>[C:1]([C:5]1[CH:9]=[C:8]([NH:10][C:11]([NH:13][C@@H:14]2[C:23]3[C:18](=[CH:19][CH:20]=[CH:21][CH:22]=3)[C@H:17]([O:24][C:25]3[CH:26]=[CH:27][C:28]4[N:29]([C:31]([N:34]5[CH2:39][CH2:38][CH2:37][CH2:36][C@@H:35]5[CH3:40])=[N:32][N:33]=4)[CH:30]=3)[CH2:16][CH2:15]2)=[O:12])[N:7]([C:41]2[C:42]([CH2:49][O:50][Si:51]([CH:55]([CH3:57])[CH3:56])([CH:58]([CH3:60])[CH3:59])[CH:52]([CH3:53])[CH3:54])=[N:43][N:44]([CH2:46][CH2:47][O:48][S:71]([CH3:70])(=[O:73])=[O:72])[CH:45]=2)[N:6]=1)([CH3:2])([CH3:3])[CH3:4]. Procedure details: A solution of Intermediate 74i (134 mg, 0.16 mmol) in DCM (1.6 mL) was treated with DIPEA (83 μL, 0.48 mmol) then cooled to 0° C. Methanesulfonyl chloride was added and the mixture was stirred at 0° C. for 5 min then at RT for 1 h. The mixture was diluted with DCM and a saturated aqueous sodium bicarbonate solution and the phases were separated. The aqueous layer was then extracted with DCM (2×). The combined organic layers were washed with a saturated aqueous sodium bicarbonate solution and bri... Reactants: CC(=O)OCC1OC(OCCBr)C(OC(C)=O)C(OC(C)=O)C1OC(C)=O, CC(=O)OC(C)=O, CO, [K+], [OH-], c1ccncc1. The product is CCOC1OC(COC(C)=O)C(OC(C)=O)C(OC(C)=O)C1OC(C)=O. As a reaction SMILES: [C:1]([CH3:2])(=[O:3])[O:4][CH:5]1[CH:6]([O:7][CH2:8][CH2:9][Br:10])[O:11][CH:12]([CH2:23][O:24][C:25]([CH3:26])=[O:27])[CH:13]([O:19][C:20]([CH3:21])=[O:22])[CH:14]1[O:15][C:16]([CH3:17])=[O:18].[C:36]([O:37][C:38](=[O:39])[CH3:40])(=[O:41])[CH3:42].[CH3:43][OH:44].[K+:29].[OH-:28].[n:30]1[cH:31][cH:32][cH:33][cH:34][cH:35]1>>[C:1]([CH3:2])(=[O:3])[O:4][CH:5]1[CH:6]([O:7][CH2:8][CH3:9])[O:11][CH:12]([CH2:23][O:24][C:25]([CH3:26])=[O:27])[CH:13]([O:19][C:20]([CH3:21])=[O:22])[CH:14]1[O:15][C:16]([CH3:17])=[O:18]. Starting materials: C(CCCCCCCCC(=O)OC1CC(N(C(C1)(C)C)O)(C)C)(=O)OC1CC(N(C(C1)(C)C)O)(C)C (Bis(1-oxyl-2,2,6,6-tetramethylpiperidin-4-y) sebacate), C1(=CC=CC=C1)C(C)(C)C1=CC=CC=C1 (2,2-diphenylpropane). Product: C(CCCCCCCCC(=O)OC1CC(N(C(C1)(C)C)OCC(C)(C1=CC=CC=C1)C1=CC=CC=C1)(C)C)(=O)OC1CC(N(C(C1)(C)C)OCC(C)(C1=CC=CC=C1)C1=CC=CC=C1)(C)C (Bis[1-(2,2-diphenylpropyloxy)-2,2,6,6-tetramethylpiperidin-4-yl] sebacate). As a reaction SMILES: [C:1]([O:25][CH:26]1[CH2:31][C:30]([CH3:33])([CH3:32])[N:29]([OH:34])[C:28]([CH3:36])([CH3:35])[CH2:27]1)(=[O:24])[CH2:2][CH2:3][CH2:4][CH2:5][CH2:6][CH2:7][CH2:8][CH2:9][C:10]([O:12][CH:13]1[CH2:18][C:17]([CH3:20])([CH3:19])[N:16]([OH:21])[C:15]([CH3:23])([CH3:22])[CH2:14]1)=[O:11].[C:37]1([C:43]([C:46]2[CH:51]=[CH:50][CH:49]=[CH:48][CH:47]=2)([CH3:45])[CH3:44])[CH:42]=[CH:41][CH:40]=[CH:39][CH:38]=1>>[C:1]([O:25][CH:26]1[CH2:27][C:28]([CH3:36])([CH3:35])[N:29]([O:34][CH2:45][C:43]([C:37]2[CH:42]=[CH:41][CH:40]=[CH:39][CH:38]=2)([C:46]2[CH:51]=[CH:50][CH:49]=[CH:48][CH:47]=2)[CH3:44])[C:30]([CH3:33])([CH3:32])[CH2:31]1)(=[O:24])[CH2:2][CH2:3][CH2:4][CH2:5][CH2:6][CH2:7][CH2:8][CH2:9][C:10]([O:12][CH:13]1[CH2:14][C:15]([CH3:22])([CH3:23])[N:16]([O:21][CH2:44][C:43]([C:46]2[CH:47]=[CH:48][CH:49]=[CH:50][CH:51]=2)([C:37]2[CH:42]=[CH:41][CH:40]=[CH:39][CH:38]=2)[CH3:45])[C:17]([CH3:19])([CH3:20])[CH2:18]1)=[O:11]. Reported procedure: Bis(1-oxyl-2,2,6,6-tetramethylpiperidin-4-y) sebacate and 2,2-diphenylpropane are reacted following a procedure similar to that of Example 6. Reactants: CCO, O=[N+]([O-])c1cccc2c1OCCO2. Yields the product Nc1cccc2c1OCCO2. As a reaction SMILES: [CH3:14][CH2:15][OH:16].[N+:1]([O-:2])(=[O:3])[c:4]1[cH:5][cH:6][cH:7][c:8]2[c:13]1[O:12][CH2:11][CH2:10][O:9]2>>[NH2:1][c:4]1[cH:5][cH:6][cH:7][c:8]2[c:13]1[O:12][CH2:11][CH2:10][O:9]2.